Dataset: the Open Reaction Database (ORD), a public repository of structured organic reaction records. Task: describe an organic reaction: reactants, conditions, products, and yield Starting materials: COC(C(C1=CC=C(C=C1)OCC(=O)NC1CCCCCCC1)=O)=O (4-[2-(cyclooctylamino)-2-oxoethoxy]-alpha-oxobenzeneacetic acid methyl ester), [OH-].[Na+] (sodium hydroxide). Solvent: CO (methanol). Conditions: time 15 minute. Product: C1(CCCCCCC1)NC(COC1=CC=C(C=C1)C(C(=O)O)=O)=O (4-[2-(cyclooctylamino)-2-oxoethoxy]-alpha-oxobenzeneacetic acid). Isolated yield 21.9%. As a reaction SMILES: C[O:2][C:3](=[O:25])[C:4](=[O:24])[C:5]1[CH:10]=[CH:9][C:8]([O:11][CH2:12][C:13]([NH:15][CH:16]2[CH2:23][CH2:22][CH2:21][CH2:20][CH2:19][CH2:18][CH2:17]2)=[O:14])=[CH:7][CH:6]=1.[OH-].[Na+]>CO>[CH:16]1([NH:15][C:13](=[O:14])[CH2:12][O:11][C:8]2[CH:7]=[CH:6][C:5]([C:4](=[O:24])[C:3]([OH:25])=[O:2])=[CH:10][CH:9]=2)[CH2:17][CH2:18][CH2:19][CH2:20][CH2:21][CH2:22][CH2:23]1 |f:1.2|. Reported procedure: A solution of 4-[2-(cyclooctylamino)-2-oxoethoxy]-alpha-oxobenzeneacetic acid methyl ester (0.4 g) in methanol (40 mL) was treated with 1N sodium hydroxide solution (1.3 mL), and the mixture was stirred at room temperature for 15 minutes. After the solvents were evaporated under reduced pressure, water (20 mL) was added and the solution was acidified with 3N hydrochloric acid, then the aqueous layer was extracted with a mixture of dichloromethane-tetrahydrofuran (30 mL; 2:1). The organic layer w...